This data is from the Open Reaction Database (ORD), a public repository of structured organic reaction records. The task is: describe an organic reaction: reactants, conditions, products, and yield Starting materials: CC#N, CC(C)C(=O)CCCl, Nc1ccccc1, [Na+], O=C([O-])O. Product: CC(C)C(=O)CCNc1ccccc1. RXN SMILES: [CH3:21][C:22]#[N:23].[Cl:1][CH2:2][CH2:3][C:4]([CH:5]([CH3:6])[CH3:7])=[O:8].[NH2:9][c:10]1[cH:11][cH:12][cH:13][cH:14][cH:15]1.[Na+:20].[O-:16][C:17]([OH:18])=[O:19]>>[CH2:2]([CH2:3][C:4]([CH:5]([CH3:6])[CH3:7])=[O:8])[NH:9][c:10]1[cH:11][cH:12][cH:13][cH:14][cH:15]1. Starting materials: BrC1=CC(=C(C=C1)\C(\C)=N\NC1=CC=CC=C1)F ((E)-1-(1-(4-bromo-2-fluorophenyl)ethylidene)-2-phenylhydrazine), BrC1=CC(=C(C=C1)\C(\C)=N/NC1=CC=CC=C1)F ((Z)-1-(1-(4-bromo-2-fluorophenyl)ethylidene)-2-phenylhydrazine), C([O-])([O-])=O.[K+].[K+] (potassium carbonate). The solvent is CN(C=O)C (N,N-dimethylformamide). Run at temperature 100 celsius, time 2 day. Product: BrC1=CC=C2C(=NN(C2=C1)C1=CC=CC=C1)C (6-bromo-3-methyl-1-phenyl-1H-indazole). Reaction SMILES: [Br:1][C:2]1[CH:7]=[CH:6][C:5](/[C:8](=[N:10]/[NH:11][C:12]2[CH:17]=[CH:16][CH:15]=[CH:14][CH:13]=2)/[CH3:9])=[C:4](F)[CH:3]=1.BrC1C=CC(/C(=N\NC2C=CC=CC=2)/C)=C(F)C=1.C(=O)([O-])[O-].[K+].[K+]>CN(C)C=O>[Br:1][C:2]1[CH:7]=[C:6]2[C:5]([C:8]([CH3:9])=[N:10][N:11]2[C:12]2[CH:17]=[CH:16][CH:15]=[CH:14][CH:13]=2)=[CH:4][CH:3]=1 |f:2.3.4|. Reported procedure: Into a 500-mL 3-necked round-bottom flask, was placed a solution of (E)-1-(1-(4-bromo-2-fluorophenyl)ethylidene)-2-phenylhydrazine and (Z)-1-(1-(4-bromo-2-fluorophenyl)ethylidene)-2-phenylhydrazine (24 g, 78.18 mmol, 1.00 equiv) in N,N-dimethylformamide (200 mL), potassium carbonate (57 g, 413.04 mmol, 5.30 equiv). The resulting solution was stirred for 2 days at 100° C. in an oil bath. The resulting mixture was cooled to room temperature with a water/ice bath, then concentrated under vacuum. Th... Reactants: C(C=C)C1=CC=2C(C3=C(C=CC=C3OC2C(=C1O)Cl)F)=O (2-allyl-4-chloro-8-fluoro-3-hydroxy-9-oxo-9H-xanthene), ClC1=CC(=CC=C1)C(=O)OO (m-chloroperbenzoic acid), C(Cl)(Cl)Cl (chloroform), C([O-])([O-])=O.[K+].[K+] (potassium carbonate). The solvent is O (water). Conditions: time 5 hour. The product is ClC1=C2C(=CC=3C(C=4C(=CC=CC4OC13)F)=O)CC(O2)C(=O)O (11-chloro-6-fluoro-2,3-dihydro-5-oxo-5H-furo[3,2-b]xanthene-2-carboxylic acid). Isolated yield 32.5%. As a reaction SMILES: [CH2:1]([C:4]1[C:17]([OH:18])=[C:16]([Cl:19])[C:15]2[O:14][C:13]3[C:8](=[C:9]([F:20])[CH:10]=[CH:11][CH:12]=3)[C:7](=[O:21])[C:6]=2[CH:5]=1)[CH:2]=C.ClC1C=CC=C(C(OO)=O)C=1.C(Cl)(Cl)Cl.[C:37](=[O:40])([O-])[O-:38].[K+].[K+]>O>[Cl:19][C:16]1[C:15]2[O:14][C:13]3[CH:12]=[CH:11][CH:10]=[C:9]([F:20])[C:8]=3[C:7](=[O:21])[C:6]=2[CH:5]=[C:4]2[CH2:1][CH:2]([C:37]([OH:38])=[O:40])[O:18][C:17]=12 |f:3.4.5|. Reported procedure: A mixture of 2-allyl-4-chloro-8-fluoro-3-hydroxy-9-oxo-9H-xanthene (2.8 g), m-chloroperbenzoic acid (4.7 g) and chloroform (100 ml) was stirred at room temperature for 5 hours and thereafter left to stand overnight. To the mixture, potassium carbonate (10 g) and water (200 ml) were added and the resulting mixture was extracted with chloroform. The chloroform layer was dried and the solvent was distilled off. The residue was dissolved in acetone (500 ml) and, to the stirred solution, a mixture of...